From a dataset of the Open Reaction Database (ORD), a public repository of structured organic reaction records. describe an organic reaction: reactants, conditions, products, and yield Starting materials: O (Water), C1(=CC=CC=C1)C(C)N1C[C@H](CCC1)CN1CCN(CC1)C(=O)OCC1=CC=CC=C1 (benzyl 4-{[(3R)-1-phenylethylpiperidin-3-yl]methyl}piperazine-1-carboxylate). The reagents and catalysts are [Pd] (palladium on carbon). Run in C(C)O (ethanol). Reaction conditions: time 8 hour. Product: C1(=CC=CC=C1)C(C)N1C[C@H](CCC1)CN1CCNCC1 (1-{[(3R)-1-phenylethylpiperidin-3-yl]methyl}piperazine). The yield is 100.3%. As a reaction SMILES: O.[C:2]1([CH:8]([N:10]2[CH2:15][CH2:14][CH2:13][C@H:12]([CH2:16][N:17]3[CH2:22][CH2:21][N:20](C(OCC4C=CC=CC=4)=O)[CH2:19][CH2:18]3)[CH2:11]2)[CH3:9])[CH:7]=[CH:6][CH:5]=[CH:4][CH:3]=1>[Pd].C(O)C>[C:2]1([CH:8]([N:10]2[CH2:15][CH2:14][CH2:13][C@H:12]([CH2:16][N:17]3[CH2:22][CH2:21][NH:20][CH2:19][CH2:18]3)[CH2:11]2)[CH3:9])[CH:7]=[CH:6][CH:5]=[CH:4][CH:3]=1. Procedure details: Water (5 ml), 10% palladium on carbon (900 mg) and ethanol (50 ml) were added to benzyl 4-{[(3R)-1-phenylethylpiperidin-3-yl]methyl}piperazine-1-carboxylate (950 mg) under an argon atmosphere. The mixture was stirred overnight under a hydrogen filled balloon. The catalyst was remove by filtration through celite and the filtrate concentrated in vacuo and azeotroped once with toluene to give 1-{[(3R)-1-phenylethylpiperidin-3-yl]methyl}piperazine as a yellow oil (650 mg). Starting materials: COCCBr, O=C([O-])[O-], CCO, [K+], [K+], Oc1ccccc1O. RXN SMILES: [Br:9][CH2:10][CH2:11][O:12][CH3:13].[C:14](=[O:15])([O-:16])[O-:17].[CH3:20][CH2:21][OH:22].[K+:18].[K+:19].[OH:1][c:2]1[cH:3][cH:4][cH:5][cH:6][c:7]1[OH:8]>>[O:1]([c:2]1[cH:3][cH:4][cH:5][cH:6][c:7]1[OH:8])[CH2:10][CH2:11][O:12][CH3:13]. Yields the product COCCOc1ccccc1O.